Dataset: the Open Reaction Database (ORD), a public repository of structured organic reaction records. Task: describe an organic reaction: reactants, conditions, products, and yield The reactants are C(C(C)C)=O (isobutyraldehyde), [PH2](=O)[O-].C(C1=CC=CC=C1)(C1=CC=CC=C1)[NH3+] (benzhydrylammonium hypophosphite). Run in C(C)O (ethanol). Yields the product C(C1=CC=CC=C1)(C1=CC=CC=C1)NC(C(C)C)P(O)O (1-benzhydrylamino-2-methyl-propanephosphonous acid). As a reaction SMILES: [CH:1](=O)[CH:2]([CH3:4])[CH3:3].[PH2:6]([O-:8])=[O:7].[CH:9]([NH3+:22])([C:16]1[CH:21]=[CH:20][CH:19]=[CH:18][CH:17]=1)[C:10]1[CH:15]=[CH:14][CH:13]=[CH:12][CH:11]=1>C(O)C>[CH:9]([NH:22][CH:1]([P:6]([OH:8])[OH:7])[CH:2]([CH3:4])[CH3:3])([C:16]1[CH:17]=[CH:18][CH:19]=[CH:20][CH:21]=1)[C:10]1[CH:15]=[CH:14][CH:13]=[CH:12][CH:11]=1 |f:1.2|. Procedure details: 19.8 parts of isobutyraldehyde and 62.2 parts of benzhydrylammonium hypophosphite were dissolved in 75 parts of ethanol and the mixture was heated at reflux for 3 hours. After cooling the mixture was filtered to give DL-1-benzhydrylamino-2-methyl-propanephosphonous acid of melting point 189°-192°.